Dataset: the Open Reaction Database (ORD), a public repository of structured organic reaction records. Task: describe an organic reaction: reactants, conditions, products, and yield Starting materials: CCc1c(Br)c(C#N)nn1CC, CCCO, COc1ccc(B(O)O)c(NC(=O)C(C)(C)C)c1, [Na+], [Na+], O=C([O-])[O-], CC(=O)[O-], CC(=O)[O-], O, [Pd+2], c1ccc(P(c2ccccc2)c2ccccc2)cc1. Product: CCc1c(-c2ccc(OC)cc2NC(=O)C(C)(C)C)c(C#N)nn1CC. RXN SMILES: [Br:1][c:2]1[c:3]([C:11]#[N:12])[n:4][n:5]([CH2:9][CH3:10])[c:6]1[CH2:7][CH3:8].[CH2:56]([OH:57])[CH2:58][CH3:59].[CH3:13][C:14]([C:15](=[O:16])[NH:17][c:18]1[c:19]([B:26]([OH:27])[OH:28])[cH:20][cH:21][c:22]([O:24][CH3:25])[cH:23]1)([CH3:29])[CH3:30].[Na+:50].[Na+:51].[O-:52][C:53](=[O:54])[O-:55].[O-:61][C:62]([CH3:63])=[O:64].[O-:65][C:66]([CH3:67])=[O:68].[OH2:69].[Pd+2:60].[c:31]1([P:32]([c:33]2[cH:34][cH:35][cH:36][cH:37][cH:38]2)[c:39]2[cH:40][cH:41][cH:42][cH:43][cH:44]2)[cH:45][cH:46][cH:47][cH:48][cH:49]1>>[c:2]1(-[c:19]2[c:18]([NH:17][C:15]([C:14]([CH3:13])([CH3:29])[CH3:30])=[O:16])[cH:23][c:22]([O:24][CH3:25])[cH:21][cH:20]2)[c:3]([C:11]#[N:12])[n:4][n:5]([CH2:9][CH3:10])[c:6]1[CH2:7][CH3:8]. Reactants: Cc1ccc(S(=O)(=O)Cl)cc1, O=Cc1cnc2[nH]ccc2c1Cl, [H-], [Na+], CN(C)C=O, O. Yields the product Cc1ccc(S(=O)(=O)n2ccc3c(Cl)c(C=O)cnc32)cc1. Reaction SMILES: [CH3:15][c:16]1[cH:17][cH:18][c:19]([S:22](=[O:23])(=[O:24])[Cl:25])[cH:20][cH:21]1.[Cl:1][c:2]1[c:3]2[c:4]([n:5][cH:6][c:7]1[CH:8]=[O:9])[nH:10][cH:11][cH:12]2.[H-:14].[Na+:13].[O:27]=[CH:28][N:29]([CH3:30])[CH3:31].[OH2:26]>>[Cl:1][c:2]1[c:3]2[c:4]([n:5][cH:6][c:7]1[CH:8]=[O:9])[n:10]([S:22]([c:19]1[cH:18][cH:17][c:16]([CH3:15])[cH:21][cH:20]1)(=[O:23])=[O:24])[cH:11][cH:12]2.